This data is from the Open Reaction Database (ORD), a public repository of structured organic reaction records. The task is: describe an organic reaction: reactants, conditions, products, and yield Reactants: CCOCC (ether), 3,N,-dimethylamino-1,2-propanediol, N1=CC=CC=C1 (pyridine), C(C(=O)Cl)(=O)Cl (oxalyl chloride), C(CCCCCCC\C=C/CCCCCCCC)(=O)O (oleic acid). Run in C1=CC=CC=C1 (benzene). Reaction conditions: time 1 hour. The product is C(CCCCCCC\C=C/CCCCCCCC)Cl (Oleyl chloride), pure product. Isolated yield 84.0%. As a reaction SMILES: [C:1]([Cl:6])(=O)[C:2](Cl)=O.[C:7](O)(=O)[CH2:8][CH2:9][CH2:10][CH2:11][CH2:12][CH2:13][CH2:14]/[CH:15]=[CH:16]\[CH2:17][CH2:18][CH2:19][CH2:20][CH2:21][CH2:22]CC.CCOCC.N1C=CC=CC=1>C1C=CC=CC=1>[CH2:1]([Cl:6])[CH2:2][CH2:7][CH2:8][CH2:9][CH2:10][CH2:11][CH2:12]/[CH:13]=[CH:14]\[CH2:15][CH2:16][CH2:17][CH2:18][CH2:19][CH2:20][CH2:21][CH3:22]. Procedure details: This compound was prepared according to the method of Levantis and Silvius (1990). Oleyl chloride was prepared by slowly adding 3 ml (35 mmol) of oxalyl chloride to 1.0 g (3.5 mmol) oleic acid dissolved in 10 ml benzene without stirring at room temperature for 1 hour. After removal of solvent and excess oxalyl chloride under vacuum, the acid chloride was dissolved in 5 ml diethyl ether, and a further 5 ml of ether containing 0.20 g (1.7 mmol) of 3,N,-dimethylamino-1,2-propanediol and 0.15 g pyri... Starting materials: C(C)(=O)C1=C(C(=C(OCCCCCC(=O)O)C=C1)CCC)O (6-(4-Acetyl-3-hydroxy-2-propylphenoxy)hexanoic acid), N1=CC=C(C=C1)CCN (4-pyridine ethanamine). Product: C(C)(=O)C1=C(C(=C(OCCCCCC(=O)NCCC2=CC=NC=C2)C=C1)CCC)O (6-(4-acetyl-3-hydroxy-2-propylphenoxy)-N-[2-(4-pyridinyl)ethyl]hexanamide). RXN SMILES: [C:1]([C:4]1[CH:18]=[CH:17][C:7]([O:8][CH2:9][CH2:10][CH2:11][CH2:12][CH2:13][C:14]([OH:16])=O)=[C:6]([CH2:19][CH2:20][CH3:21])[C:5]=1[OH:22])(=[O:3])[CH3:2].[N:23]1[CH:28]=[CH:27][C:26]([CH2:29][CH2:30][NH2:31])=[CH:25][CH:24]=1>>[C:1]([C:4]1[CH:18]=[CH:17][C:7]([O:8][CH2:9][CH2:10][CH2:11][CH2:12][CH2:13][C:14]([NH:31][CH2:30][CH2:29][C:26]2[CH:27]=[CH:28][N:23]=[CH:24][CH:25]=2)=[O:16])=[C:6]([CH2:19][CH2:20][CH3:21])[C:5]=1[OH:22])(=[O:3])[CH3:2]. Procedure details: 6-(4-Acetyl-3-hydroxy-2-propylphenoxy)hexanoic acid was allowed to react with 4-pyridine ethanamine according to procedure A and the product was purified by chromatography on silica gel to give 6-(4-acetyl-3-hydroxy-2-propylphenoxy)-N-[2-(4-pyridinyl)ethyl]hexanamide, the title compound, mp 80°-83° (from methylene chloride-ether) in 58% yield.